The task is: describe an organic reaction: reactants, conditions, products, and yield. This data is from the Open Reaction Database (ORD), a public repository of structured organic reaction records. Starting materials: O=Cc1cn[nH]c1, N#Cc1ccc(F)cc1, [H-], [Na+], CN(C)C=O, O. Yields the product N#Cc1ccc(-n2cc(C=O)cn2)cc1. As a reaction SMILES: [CH:10](=[O:11])[c:12]1[cH:13][n:14][nH:15][cH:16]1.[F:1][c:2]1[cH:3][cH:4][c:5]([C:6]#[N:7])[cH:8][cH:9]1.[H-:17].[Na+:18].[O:20]=[CH:21][N:22]([CH3:23])[CH3:24].[OH2:19]>>[c:2]1(-[n:15]2[n:14][cH:13][c:12]([CH:10]=[O:11])[cH:16]2)[cH:3][cH:4][c:5]([C:6]#[N:7])[cH:8][cH:9]1.